This data is from the Open Reaction Database (ORD), a public repository of structured organic reaction records. The task is: describe an organic reaction: reactants, conditions, products, and yield Starting materials: C[Si](C)(C)C#CC=1C=C(C=CC1)N1C=C(C(C2=CC=CN=C12)=O)C(=O)N (1-[3-(trimethylsilylethynyl)phenyl]-1,4-dihydro[1,8]naphthyridin-4-one-3-carboxamide), [F-].C(CCC)[N+](CCCC)(CCCC)CCCC (tetrabutylammonium fluoride). Solvent: C1CCOC1 (THF), C1CCOC1 (THF). Conditions: temperature 0 celsius, time 30 minute. Product: C(#C)C=1C=C(C=CC1)N1C=C(C(C2=CC=CN=C12)=O)C(=O)N (1-(3-Ethynylphenyl)-1,4-dihydro[1,8]naphthyridin-4-one-3-carboxamide). Reaction SMILES: C[Si]([C:5]#[C:6][C:7]1[CH:8]=[C:9]([N:13]2[C:22]3[C:17](=[CH:18][CH:19]=[CH:20][N:21]=3)[C:16](=[O:23])[C:15]([C:24]([NH2:26])=[O:25])=[CH:14]2)[CH:10]=[CH:11][CH:12]=1)(C)C.[F-].C([N+](CCCC)(CCCC)CCCC)CCC>C1COCC1>[C:6]([C:7]1[CH:8]=[C:9]([N:13]2[C:22]3[C:17](=[CH:18][CH:19]=[CH:20][N:21]=3)[C:16](=[O:23])[C:15]([C:24]([NH2:26])=[O:25])=[CH:14]2)[CH:10]=[CH:11][CH:12]=1)#[CH:5] |f:1.2|. Procedure details: To a solution of 1-[3-(trimethylsilylethynyl)phenyl]-1,4-dihydro[1,8]naphthyridin-4-one-3-carboxamide from Step 2 in THF (30 mL/mmol) at 0° C. was added 1M tetrabutylammonium fluoride in THF (1.5 eq) and the resulting mixture was stirred at 0° C. for 30 minutes. The mixture was partitioned between methylene chloride and water and the organic phase was dried and evaporated. The crude 1-(3-ethynylphenyl)-1,4-dihydro[1,8]naphthyridin4-one-3-carboxamide product was used as such in the next step. Reactants: NCCCCCCC(=O)O, [Na+], [OH-], O=S(=O)(Cl)c1ccccc1. The product is O=C(O)CCCCCCNS(=O)(=O)c1ccccc1. As a reaction SMILES: [NH2:11][CH2:12][CH2:13][CH2:14][CH2:15][CH2:16][CH2:17][C:18](=[O:19])[OH:20].[Na+:22].[OH-:21].[c:1]1([S:7](=[O:8])(=[O:9])[Cl:10])[cH:2][cH:3][cH:4][cH:5][cH:6]1>>[c:1]1([S:7](=[O:8])(=[O:9])[NH:11][CH2:12][CH2:13][CH2:14][CH2:15][CH2:16][CH2:17][C:18](=[O:19])[OH:20])[cH:2][cH:3][cH:4][cH:5][cH:6]1.